Dataset: the Open Reaction Database (ORD), a public repository of structured organic reaction records. Task: describe an organic reaction: reactants, conditions, products, and yield Starting materials: [Br-], CCOC(=O)CC(=O)c1cccc(C#N)c1. Yields the product CCOC(=O)C(Br)C(=O)c1cccc(C#N)c1. RXN SMILES: [Br-:17].[C:1](#[N:2])[c:3]1[cH:4][c:5]([C:9]([CH2:10][C:11](=[O:12])[O:13][CH2:14][CH3:15])=[O:16])[cH:6][cH:7][cH:8]1>>[C:1](#[N:2])[c:3]1[cH:4][c:5]([C:9]([CH:10]([C:11](=[O:12])[O:13][CH2:14][CH3:15])[Br:17])=[O:16])[cH:6][cH:7][cH:8]1. The reactants are FC1=CC=C(C=C1)CC=1C=C(C(=NC1)C(=O)OCC)NC(C(F)(F)F)=O (ethyl 5-[(4-fluorophenyl)methyl]-3-[(trifluoroacetyl)amino]-2-pyridinecarboxylate), C([O-])([O-])=O.[Cs+].[Cs+] (cesium carbonate), ICCN1S(CCCC1)(=O)=O (2-(2-iodoethyl)tetrahydro-2H-1,2-thiazine 1,1-dioxide), C([O-])([O-])=O.[Cs+].[Cs+] (cesium carbonate), ICCN1S(CCCC1)(=O)=O (2-(2-iodoethyl)tetrahydro-2H-1,2-thiazine 1,1-dioxide). Solvent: CN(C=O)C (N,N-dimethylformamide), C1(=CC=CC=C1)C (toluene). Conditions: temperature 80 celsius, time 5 hour. Yields the product O=S1(N(CCCC1)CCNC=1C(=NC=C(C1)CC1=CC=C(C=C1)F)C(=O)OCC)=O (ethyl 3-{[2-(1,1-dioxidotetrahydro-2H-1,2-thiazin-2-yl)ethyl]amino}-5-[(4-fluorophenyl)methyl]-2-pyridinecarboxylate). As a reaction SMILES: [F:1][C:2]1[CH:7]=[CH:6][C:5]([CH2:8][C:9]2[CH:10]=[C:11]([NH:20][C:21](=O)[C:22](F)(F)F)[C:12]([C:15]([O:17][CH2:18][CH3:19])=[O:16])=[N:13][CH:14]=2)=[CH:4][CH:3]=1.C(=O)([O-])[O-].[Cs+].[Cs+].ICC[N:36]1[CH2:41][CH2:40][CH2:39][CH2:38][S:37]1(=[O:43])=[O:42]>CN(C)C=O.C1(C)C=CC=CC=1>[O:42]=[S:37]1(=[O:43])[CH2:38][CH2:39][CH2:40][CH2:41][N:36]1[CH2:22][CH2:21][NH:20][C:11]1[C:12]([C:15]([O:17][CH2:18][CH3:19])=[O:16])=[N:13][CH:14]=[C:9]([CH2:8][C:5]2[CH:6]=[CH:7][C:2]([F:1])=[CH:3][CH:4]=2)[CH:10]=1 |f:1.2.3|. Reported procedure: To a solution of ethyl 5-[(4-fluorophenyl)methyl]-3-[(trifluoroacetyl)amino]-2-pyridinecarboxylate (304 mg, 0.821 mmol) in N,N-dimethylformamide (3 mL) was added cesium carbonate (535 mg, 1.64 mmol) and 2-(2-iodoethyl)tetrahydro-2H-1,2-thiazine 1,1-dioxide (356 mg, 1.23 mmol), respectively. The reaction mixture was stirred at 80° C. for 5 hours. Additional cesium carbonate (535 mg, 1.64 mmol) and 2-(2-iodoethyl)tetrahydro-2H-1,2-thiazine 1,1-dioxide (356 mg, 1.23 mmol) were added and the reactio...